From a dataset of the Open Reaction Database (ORD), a public repository of structured organic reaction records. describe an organic reaction: reactants, conditions, products, and yield Reactants: O=C([O-])[O-], COC(=O)c1cccc(B(O)O)c1, Cl, [Cs+], [Cs+], O=C(O)c1cccc(I)c1, CC(=O)[O-], CC(=O)[O-], CN(C)C=O, O, [Pd+2]. Product: COC(=O)c1cccc(-c2cccc(C(=O)O)c2)c1. RXN SMILES: [C:24](=[O:25])([O-:26])[O-:27].[CH3:11][O:12][C:13](=[O:14])[c:15]1[cH:16][c:17]([B:21]([OH:22])[OH:23])[cH:18][cH:19][cH:20]1.[ClH:30].[Cs+:28].[Cs+:29].[I:1][c:2]1[cH:3][c:4]([C:5](=[O:6])[OH:7])[cH:8][cH:9][cH:10]1.[O-:37][C:38]([CH3:39])=[O:40].[O-:41][C:42]([CH3:43])=[O:44].[O:31]=[CH:32][N:33]([CH3:34])[CH3:35].[OH2:45].[Pd+2:36]>>[c:2]1(-[c:17]2[cH:16][c:15]([C:13]([O:12][CH3:11])=[O:14])[cH:20][cH:19][cH:18]2)[cH:3][c:4]([C:5](=[O:6])[OH:7])[cH:8][cH:9][cH:10]1. Reactants: CC(C)O, CN1C(=O)C(C)(F)CN(C2CCCC2)c2nc(Cl)ncc21, Cl, COc1cc(C(=O)O)ccc1N, O. The product is COc1cc(C(=O)O)ccc1Nc1ncc2c(n1)N(C1CCCC1)CC(C)(F)C(=O)N2C. As a reaction SMILES: [CH:34]([OH:35])([CH3:36])[CH3:37].[Cl:1][c:2]1[n:3][cH:4][c:5]2[c:6]([n:21]1)[N:7]([CH:16]1[CH2:17][CH2:18][CH2:19][CH2:20]1)[CH2:8][C:9]([CH3:14])([F:15])[C:10](=[O:13])[N:11]2[CH3:12].[ClH:38].[NH2:22][c:23]1[c:24]([O:32][CH3:33])[cH:25][c:26]([C:27](=[O:28])[OH:29])[cH:30][cH:31]1.[OH2:39]>>[c:2]1([NH:22][c:23]2[c:24]([O:32][CH3:33])[cH:25][c:26]([C:27](=[O:28])[OH:29])[cH:30][cH:31]2)[n:3][cH:4][c:5]2[c:6]([n:21]1)[N:7]([CH:16]1[CH2:17][CH2:18][CH2:19][CH2:20]1)[CH2:8][C:9]([CH3:14])([F:15])[C:10](=[O:13])[N:11]2[CH3:12]. The reactants are C[Mg]I (Methylmagnesium iodide), ClC=1C=C(C=CC1)C1(CCC1)C#N (1-(3-chlorophenyl)cyclobutanecarbonitrile), CCOCC (ether). Run at time 24 hour. Yields the product ClC=1C=C(C=CC1)C1(CCC1)C(C)=O (1-[1-(3-chlorophenyl)cyclobutyl]ethanone). RXN SMILES: C[Mg]I.[Cl:4][C:5]1[CH:6]=[C:7]([C:11]2(C#N)[CH2:14][CH2:13][CH2:12]2)[CH:8]=[CH:9][CH:10]=1.CC[O:19][CH2:20][CH3:21]>>[Cl:4][C:5]1[CH:6]=[C:7]([C:11]2([C:20](=[O:19])[CH3:21])[CH2:14][CH2:13][CH2:12]2)[CH:8]=[CH:9][CH:10]=1. Reported procedure: Methylmagnesium iodide (138 ml of 3M solution in ether) was added dropwise to a stirred solution of 1-(3-chlorophenyl)cyclobutanecarbonitrile (53 g) in ether (100 ml) under nitrogen at 0° C. The mixture was stirred at ambient temperature for 24 hours. The resulting solid was collected by filtration, washed well with ether, then added in portions to an ice-cold mixture of water (200 ml) and concentrated hydrochloric acid (125 ml). The resulting yellow suspension was heated at 95° C. for 1 hour wi... Reactants: BrC=1C=CC(=C(C1)NC1=CC=CC=C1)[N+](=O)[O-] (5-bromo-2-nitro-N-phenylbenzenamine), N1CCNCC1 (piperazine). Solvent: CN1CCCC1=O (NMP). The product is [N+](=O)([O-])C1=C(C=C(C=C1)N1CCNCC1)NC1=CC=CC=C1 (2-Nitro-N-phenyl-5-(piperazin-1-yl)benzenamine). The yield is 86.3%. As a reaction SMILES: Br[C:2]1[CH:3]=[CH:4][C:5]([N+:15]([O-:17])=[O:16])=[C:6]([NH:8][C:9]2[CH:14]=[CH:13][CH:12]=[CH:11][CH:10]=2)[CH:7]=1.[NH:18]1[CH2:23][CH2:22][NH:21][CH2:20][CH2:19]1>CN1C(=O)CCC1>[N+:15]([C:5]1[CH:4]=[CH:3][C:2]([N:18]2[CH2:23][CH2:22][NH:21][CH2:20][CH2:19]2)=[CH:7][C:6]=1[NH:8][C:9]1[CH:14]=[CH:13][CH:12]=[CH:11][CH:10]=1)([O-:17])=[O:16]. Procedure: A solution of 5-bromo-2-nitro-N-phenylbenzenamine (4.0 g, 13.6 mmol) and piperazine (4.7 g, 54.6 mmol) in 40 ml NMP was heated at 100° C. for 16 hours. The reaction was quenched with 100 ml water. The mixture was extracted with ethyl acetate (3×30 ml) and dried over anhydrous sodium sulfate. 2-Nitro-N-phenyl-5-(piperazin-1-yl)benzenamine (3.5 g, 86%) was obtained by flash column chromatograph (10% methanol in dichoromethane). A solution of 2-nitro-N-phenyl-5-(piperazin-1-yl)benzenamine (0.5 g, 1...